This data is from the Open Reaction Database (ORD), a public repository of structured organic reaction records. The task is: describe an organic reaction: reactants, conditions, products, and yield Starting materials: [N+](=O)([O-])C1=C(C=C(C(=O)O)C=C1)C(=O)O (4-nitro isophthalic acid). The reagents and catalysts are [Pd] (Pd/C). Run in CO (methanol). Run at time 4 hour. Yields the product NC1=C(C=C(C(=O)O)C=C1)C(=O)O (4-amino isophthalic acid). Isolated yield 87.0%. RXN SMILES: [N+:1]([C:4]1[CH:12]=[CH:11][C:7]([C:8]([OH:10])=[O:9])=[CH:6][C:5]=1[C:13]([OH:15])=[O:14])([O-])=O>CO.[Pd]>[NH2:1][C:4]1[CH:12]=[CH:11][C:7]([C:8]([OH:10])=[O:9])=[CH:6][C:5]=1[C:13]([OH:15])=[O:14]. Procedure: To a solution of 4-nitro isophthalic acid (98 g, 0.457 mol) in methanol (5 L) was added Pd/C (20%) and hydrogenated at RT for 4 h. The reaction mixture was filtered through celite and filtrate concentrated under vacuum to give 4-amino isophthalic acid (72 g, 87%) as a solid. Starting materials: CCO, CC(=O)c1ccc(OCC(=O)O)c(Cl)c1Cl, O=Cc1ccccc1F, [Na+], [OH-], O. The product is O=C(O)COc1ccc(C(=O)C=Cc2ccccc2F)c(Cl)c1Cl. Reaction SMILES: [CH3:29][CH2:30][OH:31].[Cl:1][c:2]1[c:3]([O:4][CH2:5][C:6](=[O:7])[OH:8])[cH:9][cH:10][c:11]([C:14]([CH3:15])=[O:16])[c:12]1[Cl:13].[F:17][c:18]1[c:19]([CH:20]=[O:21])[cH:22][cH:23][cH:24][cH:25]1.[Na+:27].[OH-:26].[OH2:28]>>[Cl:1][c:2]1[c:3]([O:4][CH2:5][C:6](=[O:7])[OH:8])[cH:9][cH:10][c:11]([C:14]([CH:15]=[CH:20][c:19]2[c:18]([F:17])[cH:25][cH:24][cH:23][cH:22]2)=[O:16])[c:12]1[Cl:13]. Reactants: CCOC(C)=O, N#C[Cu], Cc1cnc(N)c(Br)c1, [Na+], CN(C)C=O, [OH-], O. Yields the product Cc1cnc(N)c(C#N)c1. As a reaction SMILES: [CH3:13][CH2:14][O:15][C:16](=[O:17])[CH3:18].[Cu:10][C:11]#[N:12].[NH2:1][c:2]1[n:3][cH:4][c:5]([CH3:9])[cH:6][c:7]1[Br:8].[Na+:20].[O:21]=[CH:22][N:23]([CH3:24])[CH3:25].[OH-:19].[OH2:26]>>[NH2:1][c:2]1[n:3][cH:4][c:5]([CH3:9])[cH:6][c:7]1[C:11]#[N:12].